From a dataset of the Open Reaction Database (ORD), a public repository of structured organic reaction records. describe an organic reaction: reactants, conditions, products, and yield Starting materials: CN(C=O)C (N,N-dimethylformamide), [N+](=O)([O-])C=1N=C(N(C1)C[C@@](CN1CCN(CC1)C(=O)OCC=CC1=CC=C(C=C1)C(F)(F)F)(C)O)SC1=C(C=CC=C1)[N+](=O)[O-] (3-(4-trifluoromethylphenyl)-2-propenyl(S)-4-{3-[4-nitro-2-(2-nitrophenylthio)imidazol-1-yl]-2-hydroxy-2-methylpropyl}piperazin-1-carboxylate), CC(C)([O-])C.[Na+] (sodium tert-butoxide), O (water). Run in C(C)(=O)OCC (ethyl acetate). Run at time 30 minute. Yields the product C[C@@]1(CN2C(O1)=NC(=C2)[N+](=O)[O-])CN2CCN(CC2)C(=O)OCC=CC2=CC=C(C=C2)C(F)(F)F (3-(4-trifluoromethylphenyl)-2-propenyl(S)-4-[(2-methyl-6-nitro-2,3-dihydroimidazo-[2,1-b]oxazol-2-yl)methyl]piperazin-1-carboxylate). Isolated yield 56.1%. RXN SMILES: CN(C)C=O.[N+:6]([C:9]1[N:10]=[C:11](SC2C=CC=CC=2[N+]([O-])=O)[N:12]([CH2:14][C@:15]([OH:40])([CH3:39])[CH2:16][N:17]2[CH2:22][CH2:21][N:20]([C:23]([O:25][CH2:26][CH:27]=[CH:28][C:29]3[CH:34]=[CH:33][C:32]([C:35]([F:38])([F:37])[F:36])=[CH:31][CH:30]=3)=[O:24])[CH2:19][CH2:18]2)[CH:13]=1)([O-:8])=[O:7].CC(C)([O-])C.[Na+].O>C(OCC)(=O)C>[CH3:39][C@@:15]1([CH2:16][N:17]2[CH2:18][CH2:19][N:20]([C:23]([O:25][CH2:26][CH:27]=[CH:28][C:29]3[CH:34]=[CH:33][C:32]([C:35]([F:36])([F:38])[F:37])=[CH:31][CH:30]=3)=[O:24])[CH2:21][CH2:22]2)[O:40][C:11]2=[N:10][C:9]([N+:6]([O-:8])=[O:7])=[CH:13][N:12]2[CH2:14]1 |f:2.3|. Procedure: To N,N-dimethylformamide (0.9 ml) solution of 3-(4-trifluoromethylphenyl)-2-propenyl(S)-4-{3-[4-nitro-2-(2-nitrophenylthio)imidazol-1-yl]-2-hydroxy-2-methylpropyl}piperazin-1-carboxylate (89 mg) was added sodium tert-butoxide (16 mg) at 0° C., and stirred at the same temperature for 30 minutes. To the reaction mixture was added water and ethyl acetate, the organic layer was taken by separation. The ethyl acetate layer was washed with an aqueous solution of 5% potassium carbonate, water, and an a... Reactants: C(C)(C)(C)NS(=O)(=O)C=1C=NN2C1N=CC(=C2NC2=C(C=CC=C2)Cl)C(=O)OCC (Ethyl 3-(N-tert-butylsulfamoyl)-7-(2-chlorophenylamino)pyrazolo[1,5-a]pyrimidine-6-carboxylate), FC1=CC=C(C=C1)C1CCNCC1 (4-(4-fluorophenyl)piperidine). The product is C(C)(C)(C)NS(=O)(=O)C=1C=NN2C1N=CC(=C2NC2=C(C=CC=C2)Cl)C(=O)N2CCC(CC2)C2=CC=C(C=C2)F (N-tert-butyl-7-(2-chlorophenylamino)-6-[4-(4-fluorophenyl)piperidine-1-carbonyl]pyrazolo[1,5-a]pyrimidine-3-sulfonamide). Yield: 46.9%. Reaction SMILES: [C:1]([NH:5][S:6]([C:9]1[CH:10]=[N:11][N:12]2[C:17]([NH:18][C:19]3[CH:24]=[CH:23][CH:22]=[CH:21][C:20]=3[Cl:25])=[C:16]([C:26]([O:28]CC)=O)[CH:15]=[N:14][C:13]=12)(=[O:8])=[O:7])([CH3:4])([CH3:3])[CH3:2].[F:31][C:32]1[CH:37]=[CH:36][C:35]([CH:38]2[CH2:43][CH2:42][NH:41][CH2:40][CH2:39]2)=[CH:34][CH:33]=1>>[C:1]([NH:5][S:6]([C:9]1[CH:10]=[N:11][N:12]2[C:17]([NH:18][C:19]3[CH:24]=[CH:23][CH:22]=[CH:21][C:20]=3[Cl:25])=[C:16]([C:26]([N:41]3[CH2:42][CH2:43][CH:38]([C:35]4[CH:34]=[CH:33][C:32]([F:31])=[CH:37][CH:36]=4)[CH2:39][CH2:40]3)=[O:28])[CH:15]=[N:14][C:13]=12)(=[O:8])=[O:7])([CH3:4])([CH3:3])[CH3:2]. Reported procedure: Using ethyl 3-(N-tert-butylsulfamoyl)-7-(2-chlorophenylamino)pyrazolo[1,5-a]pyrimidine-6-carboxylate (4.25 g, 8.82 mmol) obtained in Example 6 step 3 and 4-(4-fluorophenyl)piperidine (1.87 g, 10.46 mmol) instead of 4-phenylpiperidine, and in the same manner as in Example 1 step 4, the title compound (2.42 g, 59%) was obtained. Starting materials: BrCCBr, Brc1ccc(C2CC2)cc1, [Cl-], CC(=O)OCC1OC(n2cc(C=O)c3c(F)cccc32)C(OC(C)=O)C(OC(C)=O)C1OC(C)=O, [Mg], [NH4+], C1CCOC1. Yields the product CC(=O)OCC1OC(n2cc(C(O)c3ccc(C4CC4)cc3)c3c(F)cccc32)C(OC(C)=O)C(OC(C)=O)C1OC(C)=O. As a reaction SMILES: [Br:2][CH2:3][CH2:4][Br:5].[Br:6][c:7]1[cH:8][cH:9][c:10]([CH:13]2[CH2:14][CH2:15]2)[cH:11][cH:12]1.[Cl-:51].[F:16][c:17]1[c:18]2[c:19]([CH:49]=[O:50])[cH:20][n:21]([CH:26]3[CH:27]([O:28][C:29]([CH3:30])=[O:31])[CH:32]([O:33][C:34]([CH3:35])=[O:36])[CH:37]([O:38][C:39]([CH3:40])=[O:41])[CH:42]([CH2:44][O:45][C:46]([CH3:47])=[O:48])[O:43]3)[c:22]2[cH:23][cH:24][cH:25]1.[Mg:1].[NH4+:52].[O:53]1[CH2:54][CH2:55][CH2:56][CH2:57]1>>[c:7]1([CH:49]([c:19]2[c:18]3[c:17]([F:16])[cH:25][cH:24][cH:23][c:22]3[n:21]([CH:26]3[CH:27]([O:28][C:29]([CH3:30])=[O:31])[CH:32]([O:33][C:34]([CH3:35])=[O:36])[CH:37]([O:38][C:39]([CH3:40])=[O:41])[CH:42]([CH2:44][O:45][C:46]([CH3:47])=[O:48])[O:43]3)[cH:20]2)[OH:50])[cH:8][cH:9][c:10]([CH:13]2[CH2:14][CH2:15]2)[cH:11][cH:12]1. The reactants are CC(=O)O, COC(=O)c1cc(N2CCCC(NC(=O)c3sc(-c4ccc(Cl)cc4)nc3C)C2)ccc1[N+](=O)[O-], [Fe]. The product is COC(=O)c1cc(N2CCCC(NC(=O)c3sc(-c4ccc(Cl)cc4)nc3C)C2)ccc1N. As a reaction SMILES: [CH3:36][C:37](=[O:38])[OH:39].[Cl:1][c:2]1[cH:3][cH:4][c:5](-[c:8]2[s:9][c:10]([C:14](=[O:15])[NH:16][CH:17]3[CH2:18][N:19]([c:23]4[cH:24][cH:25][c:26]([N+:33]([O-:34])=[O:35])[c:27]([C:28](=[O:29])[O:30][CH3:31])[cH:32]4)[CH2:20][CH2:21][CH2:22]3)[c:11]([CH3:13])[n:12]2)[cH:6][cH:7]1.[Fe:40]>>[Cl:1][c:2]1[cH:3][cH:4][c:5](-[c:8]2[s:9][c:10]([C:14](=[O:15])[NH:16][CH:17]3[CH2:18][N:19]([c:23]4[cH:24][cH:25][c:26]([NH2:33])[c:27]([C:28](=[O:29])[O:30][CH3:31])[cH:32]4)[CH2:20][CH2:21][CH2:22]3)[c:11]([CH3:13])[n:12]2)[cH:6][cH:7]1. Reactants: OC(CC#N)C1=CC(=CC=C1)[N+](=O)[O-] (3-hydroxy-3-(3-nitrophenyl)propanenitrile). Reagents/catalysts: [Pd] (Pd/C). The solvent is CCOC(=O)C (EtOAc). Run at time 15 hour. Yields the product NC=1C=C(C=CC1)C(CC#N)O (3-(3-aminophenyl)-3-hydroxypropanenitrile). RXN SMILES: [OH:1][CH:2]([C:6]1[CH:11]=[CH:10][CH:9]=[C:8]([N+:12]([O-])=O)[CH:7]=1)[CH2:3][C:4]#[N:5]>CCOC(C)=O.[Pd]>[NH2:12][C:8]1[CH:7]=[C:6]([CH:2]([OH:1])[CH2:3][C:4]#[N:5])[CH:11]=[CH:10][CH:9]=1. Reported procedure: A mixture of 3-hydroxy-3-(3-nitrophenyl)propanenitrile (11) (400 mg, 2.1 mmol) and Pd/C (20 mg, 10%) in EtOAc (15 ml) was degassed vacuum/hydrogen and then stirred at room temperature under H2 (balloon) for 15 hours. The mixture was filtered to remove the Pd/C and then concentrated under reduced pressure to give 3-(3-aminophenyl)-3-hydroxypropanenitrile (12) as while solid. Yield (390 mg, 99%). 1H NMR (400 MHz, CDCl3) δ 7.15 (t, J=8.0 Hz, 1H), 6.70-6.74 (m, 2H), 6.63-6.65 (m, 1H), 4.92 (t, J=6.0... The reactants are CCN=C=NCCCN(C)C, COCc1ccc(C(=O)O)c2ccccc12, CC#N, Cl, NC(Cc1ccc(C(F)(F)F)cc1)C(O)c1ccc(F)cc1, O, On1nnc2ccccc21. Product: COCc1ccc(C(=O)NC(Cc2ccc(C(F)(F)F)cc2)C(O)c2ccc(F)cc2)c2ccccc12. As a reaction SMILES: [CH2:40]([N:41]=[C:42]=[N:43][CH2:44][CH2:45][CH2:46][N:47]([CH3:48])[CH3:49])[CH3:50].[CH3:23][O:24][CH2:25][c:26]1[cH:27][cH:28][c:29]([C:36](=[O:37])[OH:38])[c:30]2[cH:31][cH:32][cH:33][cH:34][c:35]12.[CH3:61][C:62]#[N:63].[ClH:39].[NH2:1][CH:2]([CH:3]([OH:4])[c:5]1[cH:6][cH:7][c:8]([F:11])[cH:9][cH:10]1)[CH2:12][c:13]1[cH:14][cH:15][c:16]([C:19]([F:20])([F:21])[F:22])[cH:17][cH:18]1.[OH2:64].[OH:51][n:52]1[c:53]2[cH:54][cH:55][cH:56][cH:57][c:58]2[n:59][n:60]1>>[NH:1]([CH:2]([CH:3]([OH:4])[c:5]1[cH:6][cH:7][c:8]([F:11])[cH:9][cH:10]1)[CH2:12][c:13]1[cH:14][cH:15][c:16]([C:19]([F:20])([F:21])[F:22])[cH:17][cH:18]1)[C:36]([c:29]1[cH:28][cH:27][c:26]([CH2:25][O:24][CH3:23])[c:35]2[c:30]1[cH:31][cH:32][cH:33][cH:34]2)=[O:37]. Reactants: CCc1nn2ccccc2c1NCCCF, CI, [K+], [K+], O=C([O-])[O-], CN(C)C=O. The product is CCc1nn2ccccc2c1N(C)CCCF. RXN SMILES: [CH2:1]([CH3:2])[c:3]1[n:4][n:5]2[c:6]([cH:7][cH:8][cH:9][cH:10]2)[c:11]1[NH:12][CH2:13][CH2:14][CH2:15][F:16].[CH3:23][I:24].[K+:17].[K+:18].[O-:19][C:20]([O-:21])=[O:22].[O:25]=[CH:26][N:27]([CH3:28])[CH3:29]>>[CH2:1]([CH3:2])[c:3]1[n:4][n:5]2[c:6]([cH:7][cH:8][cH:9][cH:10]2)[c:11]1[N:12]([CH2:13][CH2:14][CH2:15][F:16])[CH3:20].